This data is from the Open Reaction Database (ORD), a public repository of structured organic reaction records. The task is: describe an organic reaction: reactants, conditions, products, and yield The reactants are solid, BrC1=CC(=CC=2C(=C3N(C12)CCNC3=O)C)Cl (6-bromo-8-chloro-10-methyl-3,4-dihydro-2H-pyrazino[1,2-a]indol-1-one), BrC1=CC(=CC=2C(=C3N(C12)CCNC3=O)C)Cl (6-bromo-8-chloro-10-methyl-3,4-dihydro-2H-pyrazino[1,2-a]indol-1-one), COC1=CC=C(C=N1)OB(O)C1=CC=CC=C1 (6-methoxy-pyridin-3-ylphenylboronic acid). Product: ClC1=CC=2C(=C3N(C2C(=C1)C=1C=NC(=CC1)OC)CCNC3=O)C (8-Chloro-6-(6-methoxy-pyridin-3-yl)-10-methyl-3,4-dihydro-2H-pyrazino[1,2-a]indol-1-one). RXN SMILES: Br[C:2]1[C:10]2[N:9]3[CH2:11][CH2:12][NH:13][C:14](=[O:15])[C:8]3=[C:7]([CH3:16])[C:6]=2[CH:5]=[C:4]([Cl:17])[CH:3]=1.[CH3:18][O:19][C:20]1[N:25]=[CH:24][C:23](OB(C2C=CC=CC=2)O)=[CH:22][CH:21]=1>>[Cl:17][C:4]1[CH:3]=[C:2]([C:23]2[CH:24]=[N:25][C:20]([O:19][CH3:18])=[CH:21][CH:22]=2)[C:10]2[N:9]3[CH2:11][CH2:12][NH:13][C:14](=[O:15])[C:8]3=[C:7]([CH3:16])[C:6]=2[CH:5]=1. Procedure details: The title compound, off-white solid (68 mg, 80%), MS (ISP) m/z=342.5 [(M+H)+], mp 196° C., was prepared in accordance with the general method of example 1 from 6-bromo-8-chloro-10-methyl-3,4-dihydro-2H-pyrazino[1,2-a]indol-1-one (intermediate 12) (78.4 mg, 0.25 mmol) and commercially available 6-methoxy-pyridin-3-ylphenylboronic acid (49.7 mg, 0.325 mmol). The reactants are FC(C=1C=C2C(=NC1)OC(=N2)C2=C(C=NC=C2)O)(F)F (4-(6-trifluoromethyl-oxazolo[5,4-b]pyridin-2-yl)pyridin-3-ol), C([O-])([O-])=O.[K+].[K+] (potassium carbonate), CN(C)C=O (DMF), C(C)(C)I (isopropyl iodide), C([O-])([O-])=O.[K+].[K+] (potassium carbonate), C(C)(C)I (isopropyl iodide). Solvent: O (water). Run at temperature 60 celsius. Yields the product C(C)(C)OC=1C=NC=CC1C=1OC2=NC=C(C=C2N1)C(F)(F)F (2-(3-isopropoxypyridin-4-yl)-6-trifluoromethyl-oxazolo[5,4-b]pyridine). Isolated yield 53.5%. Reaction SMILES: [F:1][C:2]([F:20])([F:19])[C:3]1[CH:4]=[C:5]2[N:11]=[C:10]([C:12]3[CH:17]=[CH:16][N:15]=[CH:14][C:13]=3[OH:18])[O:9][C:6]2=[N:7][CH:8]=1.C(=O)([O-])[O-].[K+].[K+].CN(C=O)C.[CH:32](I)([CH3:34])[CH3:33]>O>[CH:32]([O:18][C:13]1[CH:14]=[N:15][CH:16]=[CH:17][C:12]=1[C:10]1[O:9][C:6]2[C:5]([N:11]=1)=[CH:4][C:3]([C:2]([F:19])([F:1])[F:20])=[CH:8][N:7]=2)([CH3:34])[CH3:33] |f:1.2.3|. Reported procedure: To a mixture of 0.26 g of 4-(6-trifluoromethyl-oxazolo[5,4-b]pyridin-2-yl)pyridin-3-ol, 0.14 g of potassium carbonate and 3 ml of DMF, 0.17 g of isopropyl iodide was added at room temperature and stirred while heating at 60° C. for 1.5 hours. To the reaction solution, 38 mg of potassium carbonate and 47 mg of isopropyl iodide were added, and the reaction solution was stirred while heating at 60° C. for two hours. The reaction solution was cooled to room temperature, and then water was added to t... Reactants: COc1cc(OC)c(C=CS(=O)(=O)Cc2ccc(OC)c([N+](=O)[O-])c2)c(OC)c1, CC(C)=O, O, O. Product: COc1cc(OC)c(C=CS(=O)(=O)Cc2ccc(OC)c(N)c2)c(OC)c1. Reaction SMILES: [CH3:1][O:2][c:3]1[c:4]([N+:27]([O-:28])=[O:29])[cH:5][c:6]([CH2:7][S:8](=[O:9])(=[O:10])[CH:11]=[CH:12][c:13]2[c:14]([O:23][CH3:24])[cH:15][c:16]([O:21][CH3:22])[cH:17][c:18]2[O:19][CH3:20])[cH:25][cH:26]1.[CH3:32][C:33]([CH3:34])=[O:35].[OH2:30].[OH2:31]>>[CH3:1][O:2][c:3]1[c:4]([NH2:27])[cH:5][c:6]([CH2:7][S:8](=[O:9])(=[O:10])[CH:11]=[CH:12][c:13]2[c:14]([O:23][CH3:24])[cH:15][c:16]([O:21][CH3:22])[cH:17][c:18]2[O:19][CH3:20])[cH:25][cH:26]1. Starting materials: CCCCCNC(=O)N(C)c1cccc(-c2ccc(C=C(C)C(=O)OCC)cc2OCCCC)c1, CCO, [Na+], C1CCOC1, [OH-]. Product: CCCCCNC(=O)N(C)c1cccc(-c2ccc(C=C(C)C(=O)O)cc2OCCCC)c1. Reaction SMILES: [CH2:3]([CH2:4][CH2:5][CH3:6])[O:7][c:8]1[c:9](-[c:22]2[cH:23][c:24]([N:28]([C:29](=[O:30])[NH:31][CH2:32][CH2:33][CH2:34][CH2:35][CH3:36])[CH3:37])[cH:25][cH:26][cH:27]2)[cH:10][cH:11][c:12]([CH:14]=[C:15]([C:16](=[O:17])[O:18][CH2:19][CH3:20])[CH3:21])[cH:13]1.[CH3:38][CH2:39][OH:40].[Na+:2].[O:41]1[CH2:42][CH2:43][CH2:44][CH2:45]1.[OH-:1]>>[CH2:3]([CH2:4][CH2:5][CH3:6])[O:7][c:8]1[c:9](-[c:22]2[cH:23][c:24]([N:28]([C:29](=[O:30])[NH:31][CH2:32][CH2:33][CH2:34][CH2:35][CH3:36])[CH3:37])[cH:25][cH:26][cH:27]2)[cH:10][cH:11][c:12]([CH:14]=[C:15]([C:16](=[O:17])[OH:18])[CH3:21])[cH:13]1.